This data is from the Open Reaction Database (ORD), a public repository of structured organic reaction records. The task is: describe an organic reaction: reactants, conditions, products, and yield Conditions: time 2 hour. Yields the product OC1=C(C=C(C(=C1)C)C)NC(=O)N1CCN(CC1)C1=CC(=CC(=C1)OC)OC (1-[(2-Hydroxy-4,5-dimethylphenyl)aminocarbonyl]-4-(3,5-dimethoxyphenyl)piperazine). The solvent is O1CCCC1 (tetrahydrofuran). The reactants are [Si](C)(C)(C(C)(C)C)OC1=C(C=C(C(=C1)C)C)NC(OC1=CC=CC=C1)=O (Phenyl N-[2-(t-butyldimethylsilyloxy)-4,5-dimethylphenyl]carbamate), COC=1C=C(C=C(C1)OC)N1CCNCC1 (1-(3,5-dimethoxyphenyl)piperazine), C1CCC2=NCCCN2CC1 (DBU). As a reaction SMILES: [Si]([O:8][C:9]1[CH:14]=[C:13]([CH3:15])[C:12]([CH3:16])=[CH:11][C:10]=1[NH:17][C:18](=[O:26])OC1C=CC=CC=1)(C(C)(C)C)(C)C.[CH3:27][O:28][C:29]1[CH:30]=[C:31]([N:37]2[CH2:42][CH2:41][NH:40][CH2:39][CH2:38]2)[CH:32]=[C:33]([O:35][CH3:36])[CH:34]=1.C1CCN2C(=NCCC2)CC1>O1CCCC1>[OH:8][C:9]1[CH:14]=[C:13]([CH3:15])[C:12]([CH3:16])=[CH:11][C:10]=1[NH:17][C:18]([N:40]1[CH2:39][CH2:38][N:37]([C:31]2[CH:30]=[C:29]([O:28][CH3:27])[CH:34]=[C:33]([O:35][CH3:36])[CH:32]=2)[CH2:42][CH2:41]1)=[O:26]. Procedure: Phenyl N-[2-(t-butyldimethylsilyloxy)-4,5-dimethylphenyl]carbamate (0.17 g, 0.5 mmole) and 1-(3,5-dimethoxyphenyl)piperazine(0.13 g, 0.6 mmole) were dissolved in tetrahydrofuran(10 ml), and thereto with stirring DBU(0.09 g, 0.6 mmole) was added, and the resulting mixture was stirred for 2 hours, concentrated and chromatographed to obtain the titled compound. Yield: 87.0%. Product: CC(=O)Nc1cccc(-c2ccc3c(-c4ccc(OCCN(C)C)cc4)cn(-c4ccncc4)c3c2)c1. Reactants: O=C([O-])O, CC(=O)OC(C)=O, CN(C)CCOc1ccc(-c2cn(-c3ccncc3)c3cc(-c4cccc(N)c4)ccc23)cc1, [Na+], c1ccncc1. RXN SMILES: [C:42](=[O:43])([OH:44])[O-:45].[CH3:1][C:2](=[O:3])[O:4][C:5](=[O:6])[CH3:7].[CH3:8][N:9]([CH2:10][CH2:11][O:12][c:13]1[cH:14][cH:15][c:16](-[c:19]2[cH:20][n:21](-[c:35]3[cH:36][cH:37][n:38][cH:39][cH:40]3)[c:22]3[cH:23][c:24](-[c:28]4[cH:29][c:30]([NH2:34])[cH:31][cH:32][cH:33]4)[cH:25][cH:26][c:27]23)[cH:17][cH:18]1)[CH3:41].[Na+:46].[cH:47]1[cH:48][cH:49][n:50][cH:51][cH:52]1>>[CH3:1][C:2](=[O:3])[NH:34][c:30]1[cH:29][c:28](-[c:24]2[cH:23][c:22]3[n:21](-[c:35]4[cH:36][cH:37][n:38][cH:39][cH:40]4)[cH:20][c:19](-[c:16]4[cH:15][cH:14][c:13]([O:12][CH2:11][CH2:10][N:9]([CH3:8])[CH3:41])[cH:18][cH:17]4)[c:27]3[cH:26][cH:25]2)[cH:33][cH:32][cH:31]1. The reactants are ClCCCl, CC(C)(C)C(C(=O)O)N1Cc2ccnc3[nH]cc(c23)C1=O, CN1CCOCC1, Cl, Cl, N#CC1CNC1, CN(C)C=O, O, On1nnc2ccccc21. The product is CC(C)(C)C(C(=O)N1CC(C#N)C1)N1Cc2ccnc3[nH]cc(c23)C1=O. RXN SMILES: [CH2:33]([Cl:34])[CH2:35][Cl:36].[CH3:1][C:2]([CH:3]([C:4](=[O:5])[OH:6])[N:7]1[CH2:8][c:9]2[cH:10][cH:11][n:12][c:13]3[c:14]2[c:15]([cH:18][nH:19]3)[C:16]1=[O:17])([CH3:20])[CH3:21].[CH3:45][N:46]1[CH2:47][CH2:48][O:49][CH2:50][CH2:51]1.[ClH:37].[ClH:38].[NH:39]1[CH2:40][CH:41]([C:43]#[N:44])[CH2:42]1.[O:52]=[CH:53][N:54]([CH3:55])[CH3:56].[OH2:32].[OH:22][n:23]1[c:24]2[c:25]([cH:26][cH:27][cH:28][cH:29]2)[n:30][n:31]1>>[CH3:1][C:2]([CH:3]([C:4](=[O:5])[N:39]1[CH2:40][CH:41]([C:43]#[N:44])[CH2:42]1)[N:7]1[CH2:8][c:9]2[cH:10][cH:11][n:12][c:13]3[c:14]2[c:15]([cH:18][nH:19]3)[C:16]1=[O:17])([CH3:20])[CH3:21]. Reactants: CC#N, C1CNCCNC1, CS(=O)(=O)c1nc(N)n2nc(-c3ccco3)cc2n1. Yields the product Nc1nc(N2CCCNCC2)nc2cc(-c3ccco3)nn12. Reaction SMILES: [CH3:27][C:28]#[N:29].[NH:20]1[CH2:21][CH2:22][NH:23][CH2:24][CH2:25][CH2:26]1.[o:1]1[c:2](-[c:6]2[n:7][n:8]3[c:9]([n:10][c:11]([S:15]([CH3:16])(=[O:17])=[O:18])[n:12][c:13]3[NH2:14])[cH:19]2)[cH:3][cH:4][cH:5]1>>[o:1]1[c:2](-[c:6]2[n:7][n:8]3[c:9]([n:10][c:11]([N:20]4[CH2:21][CH2:22][NH:23][CH2:24][CH2:25][CH2:26]4)[n:12][c:13]3[NH2:14])[cH:19]2)[cH:3][cH:4][cH:5]1.